This data is from the Open Reaction Database (ORD), a public repository of structured organic reaction records. The task is: describe an organic reaction: reactants, conditions, products, and yield Reactants: C(CCC)NC([C@@H](C[C@@H]([C@H](C[C@H](CCO[Si](C(C)C)(C(C)C)C(C)C)C)NC(=O)OC(C)(C)C)O)C)=O (5(S)tert-butoxycarbonylamino-4(S)-hydroxy-9-triisopropylsilyloxy-2(R),7(R)-dimethyl-nonanoic acid (N-butyl)amide), C(CCC)NC([C@@H](C[C@@H]([C@H](CC(CC(=O)N1CC(CC2=CC=CC=C12)S(=O)(=O)CC)(C)C)NC(=O)OC(C)(C)C)O)C)=O (5(S)-tert-butoxycarbonylamino-4(S)-hydroxy-2(R),7,7-trimethyl-8-[3(R,S)-ethylsulfonyl-1,2,3,4-tetrahydroquinolin-1-ylcarbonyl]-octanoic acid (N-butyl)amide). The product is C(CCC)NC([C@@H](C[C@H]1[C@@H](N(C(O1)(C)C)C(=O)OC(C)(C)C)C[C@H](CCO[Si](C(C)C)(C(C)C)C(C)C)C)C)=O (3-[N-Tert-butoxycarbonyl-4(S)-[4-triisopropylsilyloxy-2(R)-methylbutyl]-2,2-dimethyl-1,3-oxazolidin-5(S)-yl]-2-(R)-methyl-propionic acid (N-butyl)amide). RXN SMILES: [CH2:1]([NH:5][C:6](=[O:37])[C@H:7]([CH3:36])[CH2:8][C@H:9]([OH:35])[C@@H:10]([NH:27][C:28]([O:30][C:31]([CH3:34])([CH3:33])[CH3:32])=[O:29])[CH2:11][C@@H:12]([CH3:26])[CH2:13][CH2:14][O:15][Si:16]([CH:23]([CH3:25])[CH3:24])([CH:20]([CH3:22])[CH3:21])[CH:17]([CH3:19])[CH3:18])[CH2:2][CH2:3][CH3:4].[CH2:38](NC(=O)[C@H](C)C[C@H](O)[C@@H](NC(OC(C)(C)C)=O)CC(C)(C)CC(N1C2C(=CC=CC=2)CC(S(CC)(=O)=O)C1)=O)[CH2:39][CH2:40]C>>[CH2:1]([NH:5][C:6](=[O:37])[C@H:7]([CH3:36])[CH2:8][C@@H:9]1[O:35][C:39]([CH3:40])([CH3:38])[N:27]([C:28]([O:30][C:31]([CH3:32])([CH3:34])[CH3:33])=[O:29])[C@H:10]1[CH2:11][C@@H:12]([CH3:26])[CH2:13][CH2:14][O:15][Si:16]([CH:17]([CH3:19])[CH3:18])([CH:20]([CH3:21])[CH3:22])[CH:23]([CH3:24])[CH3:25])[CH2:2][CH2:3][CH3:4]. Reported procedure: The title compound is prepared in a manner analogous to that described in Example 72e) starting from 800 mg of 5(S)tert-butoxycarbonylamino-4(S)-hydroxy-9-triisopropylsilyloxy-2(R),7(R)-dimethyl-nonanoic acid (N-butyl)amide: Rf (A)=0.69. The reactants are ClC1=C(C=C(C=C1)Cl)O[C@H](CCI)C1=CC=CC=C1 (1,4-Dichloro-2-[[(1R)-3-iodo-1-phenylpropyl]oxy]benzene), NCCCO (3-amino-propanol), O (water). Solvent: CN(C=O)C (dimethylformamide). Reaction conditions: time 24 hour. Product: Cl.ClC1=C(O[C@H](CCNCCCO)C2=CC=CC=C2)C=C(C=C1)Cl (3-[[(3R)-3-(2,5-Dichlorophenoxy)-3-phenylpropyl]amino]-1-propanol hydrochloride). As a reaction SMILES: [Cl:1][C:2]1[CH:7]=[CH:6][C:5]([Cl:8])=[CH:4][C:3]=1[O:9][C@@H:10]([C:14]1[CH:19]=[CH:18][CH:17]=[CH:16][CH:15]=1)[CH2:11][CH2:12]I.[NH2:20][CH2:21][CH2:22][CH2:23][OH:24].O>CN(C)C=O>[ClH:1].[Cl:1][C:2]1[CH:7]=[CH:6][C:5]([Cl:8])=[CH:4][C:3]=1[O:9][C@@H:10]([C:14]1[CH:19]=[CH:18][CH:17]=[CH:16][CH:15]=1)[CH2:11][CH2:12][NH:20][CH2:21][CH2:22][CH2:23][OH:24] |f:4.5|. Reported procedure: The product of step (b) (0.2 g) and 3-amino-propanol (0.11 g) were dissolved in dimethylformamide (4 ml) and stirred for 24 h. The reaction was poured into water and extracted into ethyl acetate. The organic extract was washed with brine, dried over magnesium sulphate and evaporated to dryness and triturated with 1N HCl in ether to give the product as a white solid. The reactants are Cl, CC(O)Cn1c(=O)c(Oc2ccc(F)cc2F)cc2cnc(S(C)(=O)=O)nc21, CC(C)(N)CO. The product is CC(O)Cn1c(=O)c(Oc2ccc(F)cc2F)cc2cnc(NC(C)(C)CO)nc21. As a reaction SMILES: [ClH:35].[F:1][c:2]1[c:3]([O:4][c:5]2[cH:6][c:7]3[c:8]([n:9][c:10]([S:13]([CH3:14])(=[O:15])=[O:16])[n:11][cH:12]3)[n:17]([CH2:20][CH:21]([CH3:22])[OH:23])[c:18]2=[O:19])[cH:24][cH:25][c:26]([F:28])[cH:27]1.[NH2:29][C:30]([CH2:31][OH:32])([CH3:33])[CH3:34]>>[F:1][c:2]1[c:3]([O:4][c:5]2[cH:6][c:7]3[c:8]([n:9][c:10]([NH:29][C:30]([CH2:31][OH:32])([CH3:33])[CH3:34])[n:11][cH:12]3)[n:17]([CH2:20][CH:21]([CH3:22])[OH:23])[c:18]2=[O:19])[cH:24][cH:25][c:26]([F:28])[cH:27]1. Reactants: FC1=C(CN2N=CC=3C(=CC=CC23)N)C=CC(=C1)F (1-(2,4-difluorobenzyl)-1H-indazol-4-amine), COC1=CC=2N(C=C1)C(=CN2)C(=O)O (7-methoxyimidazo[1,2-a]pyridine-3-carboxylic acid), C(C1=CC=CC=C1)N1N=CC=2C(=CC=CC12)N (1-benzyl-1H-indazol-4-amine). Product: C(C1=CC=CC=C1)N1N=CC2=C(C=CC=C12)NC(=O)C1=CN=C2N1C=CC(=C2)OC (N-(1-benzyl-1H-indazol-4-yl)-7-methoxyimidazo[1,2-a]pyridine-3-carboxamide). RXN SMILES: F[C:2]1[CH:18]=[C:17](F)[CH:16]=[CH:15][C:3]=1[CH2:4][N:5]1[C:13]2[CH:12]=[CH:11][CH:10]=[C:9]([NH2:14])[C:8]=2[CH:7]=[N:6]1.[CH3:20][O:21][C:22]1[CH:27]=[CH:26][N:25]2[C:28]([C:31](O)=[O:32])=[CH:29][N:30]=[C:24]2[CH:23]=1.C(N1C2C=CC=C(N)C=2C=N1)C1C=CC=CC=1>>[CH2:4]([N:5]1[C:13]2[C:8](=[C:9]([NH:14][C:31]([C:28]3[N:25]4[CH:26]=[CH:27][C:22]([O:21][CH3:20])=[CH:23][C:24]4=[N:30][CH:29]=3)=[O:32])[CH:10]=[CH:11][CH:12]=2)[CH:7]=[N:6]1)[C:3]1[CH:15]=[CH:16][CH:17]=[CH:18][CH:2]=1. Procedure details: Prepared according to the method of Example 109, replacing 7-(2-methoxyethoxy)imidazo[1,2-a]pyridine-3-carboxylic acid and 1-(2,4-difluorobenzyl)-1H-indazol-4-amine with 7-methoxyimidazo[1,2-a]pyridine-3-carboxylic acid and 1-benzyl-1H-indazol-4-amine, respectively. MS (APCI) m/z=398 (M+H). Reactants: CSc1ccc(NC(=O)NC(C)(C)C(=O)OC(C)(C)C)cc1C(F)(F)F, Cl, C1CCOC1. Yields the product CSc1ccc(N2C(=O)NC(C)(C)C2=O)cc1C(F)(F)F. RXN SMILES: [CH3:1][C:2]([C:3](=[O:4])[O:5][C:6]([CH3:7])([CH3:8])[CH3:9])([CH3:10])[NH:11][C:12](=[O:13])[NH:14][c:15]1[cH:16][c:17]([C:23]([F:24])([F:25])[F:26])[c:18]([S:21][CH3:22])[cH:19][cH:20]1.[ClH:27].[O:28]1[CH2:29][CH2:30][CH2:31][CH2:32]1>>[CH3:1][C:2]1([CH3:10])[C:3](=[O:4])[N:14]([c:15]2[cH:16][c:17]([C:23]([F:24])([F:25])[F:26])[c:18]([S:21][CH3:22])[cH:19][cH:20]2)[C:12](=[O:13])[NH:11]1.